From a dataset of the Open Reaction Database (ORD), a public repository of structured organic reaction records. describe an organic reaction: reactants, conditions, products, and yield The reactants are C(C)(C)(C)O[C@H](C(=O)OC)C1=C(C2=C(N=C(S2)C=2C=C3C(=NN(C3=CC2)C)C=2C(=NC=CC2)C)C=C1C)C1=CC=C(C=C1)Cl ((S)-methyl 2-tert-butoxy-2-(7-(4-chlorophenyl)-5-methyl-2-(1-methyl-3-(2-methylpyridin-3-yl)-1H-indazol-5-yl)benzo[d]thiazol-6-yl)acetate), CCO (EtOH), [OH-].[Na+] (NaOH). The solvent is C1CCOC1 (THF). Reaction conditions: temperature 50 celsius. Yields the product C(C)(C)(C)O[C@H](C(=O)O)C1=C(C2=C(N=C(S2)C=2C=C3C(=NN(C3=CC2)C)C2=CC=NC=C2)C=C1C)C1=CC=C(C=C1)Cl ((S)-2-tert-butoxy-2-(7-(4-chlorophenyl)-5-methyl-2-(1-methyl-3-(pyridin-4-yl)-1H-indazol-5-yl)benzo[d]thiazol-6-yl)acetic acid). Reaction SMILES: [C:1]([O:5][C@@H:6]([C:11]1[C:36]([CH3:37])=[CH:35][C:14]2[N:15]=[C:16]([C:18]3[CH:19]=[C:20]4[C:24](=[CH:25][CH:26]=3)[N:23]([CH3:27])[N:22]=[C:21]4C3C(C)=NC=CC=3)[S:17][C:13]=2[C:12]=1[C:38]1[CH:43]=[CH:42][C:41]([Cl:44])=[CH:40][CH:39]=1)[C:7]([O:9]C)=[O:8])([CH3:4])([CH3:3])[CH3:2].[OH-].[Na+].[CH3:47][CH2:48]O>C1COCC1>[C:1]([O:5][C@@H:6]([C:11]1[C:36]([CH3:37])=[CH:35][C:14]2[N:15]=[C:16]([C:18]3[CH:19]=[C:20]4[C:24](=[CH:25][CH:26]=3)[N:23]([CH3:27])[N:22]=[C:21]4[C:48]3[CH:47]=[CH:16][N:15]=[CH:14][CH:13]=3)[S:17][C:13]=2[C:12]=1[C:38]1[CH:39]=[CH:40][C:41]([Cl:44])=[CH:42][CH:43]=1)[C:7]([OH:9])=[O:8])([CH3:2])([CH3:4])[CH3:3] |f:1.2|. Reported procedure: In a vial was dissolved (S)-methyl 2-tert-butoxy-2-(7-(4-chlorophenyl)-5-methyl-2-(1-methyl-3-(2-methylpyridin-3-yl)-1H-indazol-5-yl)benzo[d]thiazol-6-yl)acetate (100 mg, 0.16 mmol) in THF (3 mL) and EtOH (1.5 mL). 1M NaOH (1.5 mL) was added, and the mixture was heated to 50° C. overnight. The reaction was cooled to 23° C., and filtered (0.45 micron teflon syringe filter). The filtrate was purified by reverse phase HPLC, eluting with 5-100% acetonitrile in H2O with 0.1% TFA to give the desired p... Starting materials: CCOC(C)=O, COC(=O)c1ccc(N)c(CO)c1, O=CC(Cl)(Cl)Cl. Product: COC(=O)c1ccc2c(c1)COC(C(Cl)(Cl)Cl)N2. RXN SMILES: [CH3:20][CH2:21][O:22][C:23](=[O:24])[CH3:25].[NH2:1][c:2]1[c:3]([CH2:12][OH:13])[cH:4][c:5]([C:6](=[O:7])[O:8][CH3:9])[cH:10][cH:11]1.[O:14]=[CH:15][C:16]([Cl:17])([Cl:18])[Cl:19]>>[NH:1]1[c:2]2[c:3]([cH:4][c:5]([C:6](=[O:7])[O:8][CH3:9])[cH:10][cH:11]2)[CH2:12][O:13][CH:15]1[C:16]([Cl:17])([Cl:18])[Cl:19]. Reactants: ClC1=NC=CC=C1O (2-chloro-3-pyridinol), [N+](=O)(O)[O-] (nitric acid). The product is ClC1=NC=CC(=C1O)[N+](=O)[O-] (2-chloro-4-nitro-pyridin-3-ol). Yield: 24.0%. As a reaction SMILES: [Cl:1][C:2]1[C:7]([OH:8])=[CH:6][CH:5]=[CH:4][N:3]=1.[N+:9]([O-])([OH:11])=[O:10]>S(=O)(=O)(O)O.O>[Cl:1][C:2]1[C:7]([OH:8])=[C:6]([N+:9]([O-:11])=[O:10])[CH:5]=[CH:4][N:3]=1. Procedure: A solution of 2-chloro-3-pyridinol (11.3 g, 87.2 mmol) in concentrated sulfuric acid (25 mL) was cooled in an ice-bath and a 1:1 mixture of nitric acid and sulfuric acid (25 mL) was added slowly. After everything was added, solution was stirred at 0° C. for 1 hour and then at room temperature for another hour. Mixture was diluted with water and extracted with methylene chloride. Organic phases were dried over magnesium sulfate, filtered, and concentrated. Residue was purified by column chromatog... The solvent is S(O)(O)(=O)=O (sulfuric acid), S(O)(O)(=O)=O (sulfuric acid), O (water). Conditions: temperature 0 celsius, time 1 hour. The reactants are COC(C(CC1=CC(=C(C=C1)[N+](=O)[O-])OCC1=CC=CC=C1)NC(=O)OC(C)(C)C)=O (3-(3-benzyloxy-4-nitro-phenyl)-2-t-butyloxycarbonylamino-propionic acid methyl ester). Solvent: C(Cl)Cl.FC(C(=O)O)(F)F (CH2Cl2 trifluoroacetic acid). Run at time 30 minute. Product: COC(C(CC1=CC(=C(C=C1)[N+](=O)[O-])OCC1=CC=CC=C1)N)=O (3-(3-benzyloxy-4-nitro-phenyl)-2-amino-propionic acid methyl ester). RXN SMILES: [CH3:1][O:2][C:3](=[O:31])[CH:4]([NH:23]C(OC(C)(C)C)=O)[CH2:5][C:6]1[CH:11]=[CH:10][C:9]([N+:12]([O-:14])=[O:13])=[C:8]([O:15][CH2:16][C:17]2[CH:22]=[CH:21][CH:20]=[CH:19][CH:18]=2)[CH:7]=1>C(Cl)Cl.FC(F)(F)C(O)=O>[CH3:1][O:2][C:3](=[O:31])[CH:4]([NH2:23])[CH2:5][C:6]1[CH:11]=[CH:10][C:9]([N+:12]([O-:14])=[O:13])=[C:8]([O:15][CH2:16][C:17]2[CH:18]=[CH:19][CH:20]=[CH:21][CH:22]=2)[CH:7]=1 |f:1.2|. Procedure: A solution of the title F compound, 3-(3-benzyloxy-4-nitro-phenyl)-2-t-butyloxycarbonylamino-propionic acid methyl ester (733 mg, 1.7 mmol) in a mixture of CH2Cl2-trifluoroacetic acid (1:1, 7 mL) is stirred at RT for 30 min, then evaporated. The residue is partitioned between EtOAc and saturated aqueous NaHCO3. The layers are separated and the aqueous layer is extracted once more with EtOAc. The combined organic extracts are washed with brine, dried over anhydrous MgSO4, filtered and evaporated ... The reactants are O=C([O-])[O-], ClC(Cl)(Cl)Cl, CCCC[N+](CCCC)(CCCC)CCCC, [Cl-], C#CCOc1cc(-c2cccc(F)c2F)ncn1, [K+], [K+], O. Product: Fc1cccc(-c2cc(OCC#CCl)ncn2)c1F. Reaction SMILES: [C:19](=[O:20])([O-:21])[O-:22].[C:26]([Cl:27])([Cl:28])([Cl:29])[Cl:30].[CH2:32]([N+:33]([CH2:34][CH2:35][CH2:36][CH3:37])([CH2:38][CH2:39][CH2:40][CH3:41])[CH2:42][CH2:43][CH2:44][CH3:45])[CH2:46][CH2:47][CH3:48].[Cl-:31].[F:1][c:2]1[c:3](-[c:9]2[n:10][cH:11][n:12][c:13]([O:15][CH2:16][C:17]#[CH:18])[cH:14]2)[cH:4][cH:5][cH:6][c:7]1[F:8].[K+:23].[K+:24].[OH2:25]>>[F:1][c:2]1[c:3](-[c:9]2[n:10][cH:11][n:12][c:13]([O:15][CH2:16][C:17]#[C:18][Cl:27])[cH:14]2)[cH:4][cH:5][cH:6][c:7]1[F:8]. Reactants: C(=O)C1=C(C=C(C=C1)OC)OS(=O)(=O)C(F)(F)F (trifluoro-methanesulfonic acid 2-formyl-5-methoxy-phenyl ester), S1C(=CC=C1)B(O)O (Thiophene-2-boronic acid), P(=O)([O-])([O-])[O-].[K+].[K+].[K+] (potassium phosphate). Reagents/catalysts: C=1C=CC(=CC1)[P](C=2C=CC=CC2)(C=3C=CC=CC3)[Pd]([P](C=4C=CC=CC4)(C=5C=CC=CC5)C=6C=CC=CC6)([P](C=7C=CC=CC7)(C=8C=CC=CC8)C=9C=CC=CC9)[P](C=1C=CC=CC1)(C=1C=CC=CC1)C=1C=CC=CC1 (tetrakis(triphenylphosphine)palladium(0)). The solvent is CCOC(=O)C (EtOAc), O (water), O1CCOCC1 (1,4-dioxane). Conditions: temperature 95 celsius. Product: COC1=CC(=C(C=O)C=C1)C=1SC=CC1 (4-methoxy-2-thiophen-2-yl-benzaldehyde). The yield is 89.5%. As a reaction SMILES: [CH:1]([C:3]1[CH:8]=[CH:7][C:6]([O:9][CH3:10])=[CH:5][C:4]=1OS(C(F)(F)F)(=O)=O)=[O:2].[S:19]1[CH:23]=[CH:22][CH:21]=[C:20]1B(O)O.P([O-])([O-])([O-])=O.[K+].[K+].[K+]>O1CCOCC1.CCOC(C)=O.O.C1C=CC([P]([Pd]([P](C2C=CC=CC=2)(C2C=CC=CC=2)C2C=CC=CC=2)([P](C2C=CC=CC=2)(C2C=CC=CC=2)C2C=CC=CC=2)[P](C2C=CC=CC=2)(C2C=CC=CC=2)C2C=CC=CC=2)(C2C=CC=CC=2)C2C=CC=CC=2)=CC=1>[CH3:10][O:9][C:6]1[CH:7]=[CH:8][C:3]([CH:1]=[O:2])=[C:4]([C:20]2[S:19][CH:23]=[CH:22][CH:21]=2)[CH:5]=1 |f:2.3.4.5,^1:51,53,72,91|. Procedure details: Ex-34B: A solution of trifluoro-methanesulfonic acid 2-formyl-5-methoxy-phenyl ester (Ex-34A, 1.6 g, 5.63 mmol) in 1,4-dioxane (15 mL) was stirred at room temperature under nitrogen for 5 min. Thiophene-2-boronic acid (1.08 g, 8.44 mmol), tetrakis(triphenylphosphine)palladium(0) (0.65 g, 0.56 mmol) and a potassium phosphate (2.2 g, 10.36 mmol) were then added and the resulting mixture was heated to 95° C. under nitrogen overnight. Upon cooling to room temperature the reaction was diluted with Et... Procedure: 185 parts of trichloroethylene are introduced into a suspension of 180 parts of the sodium salt of methyl 3-hydroxybenzoate in 200 parts of ethylene glycol monoethyl ether in an autoclave, and the mixture is stirred for 2 hours at 150° C. The solvent is then stripped off under reduced pressure, the viscous residue is taken up in 300 parts of methylene chloride and the solution is filtered in the presence of active charcoal and is chromatographed over neutral alumina. After removing the methylene... Solvent: C(Cl)Cl (methylene chloride). As a reaction SMILES: [Cl:1][CH:2]=[C:3]([Cl:5])Cl.[Na].[OH:7][C:8]1[CH:9]=[C:10]([CH:15]=[CH:16][CH:17]=1)[C:11]([O:13][CH3:14])=[O:12].C(OCCO)C>C(Cl)Cl>[Cl:5][C:3]([O:7][C:8]1[CH:9]=[C:10]([CH:15]=[CH:16][CH:17]=1)[C:11]([O:13][CH3:14])=[O:12])=[CH:2][Cl:1] |^1:5|. Yields the product ClC(=CCl)OC=1C=C(C(=O)OC)C=CC1 (methyl 3-(1',2'-dichlorovinyloxy)-benzoate). The reactants are ClC=C(Cl)Cl (trichloroethylene), 180, [Na] (sodium), OC=1C=C(C(=O)OC)C=CC1 (methyl 3-hydroxybenzoate), C(C)OCCO (ethylene glycol monoethyl ether). Conditions: temperature 150 celsius, time 2 hour.